From a dataset of the Open Reaction Database (ORD), a public repository of structured organic reaction records. describe an organic reaction: reactants, conditions, products, and yield Starting materials: C(C=1C(N)=CC=CC1)(=O)O (anthranilic acid), C=O (formaldehyde), [H][H] (hydrogen). The product is 955a, CNC=1C(C(=O)O)=CC=CC1 (N-methylanthranilic acid). Reaction SMILES: [C:1]([OH:10])(=[O:9])[C:2]1[C:3](=[CH:5][CH:6]=[CH:7][CH:8]=1)[NH2:4].[CH2:11]=O.[H][H]>>[CH3:11][NH:4][C:3]1[C:2](=[CH:8][CH:7]=[CH:6][CH:5]=1)[C:1]([OH:10])=[O:9]. Reported procedure: At least two processes for the preparation of the subject compound are known in the prior art. In one such process anthranilic acid is used as the starting compound and reacted with formaldehyde and hydrogen as described in J. Soc. Org. Synthetic Chem. (Japan) 11,434 (1953), Chem. Abst. 49, 955a (1955), to produce N-methylanthranilic acid. This resulting intermediate is thereafter reacted with thionyl chloride and methanol to produce the desired methyl N-methylanthranilate. This step is describe... Starting materials: CC(C)N1CCC(Oc2ccc3c(c2)cc2n3C(C)CNC2=O)CC1, Cc1nc(CCl)cs1, [H-], [Na+]. Product: Cc1nc(CN2CC(C)n3c(cc4cc(OC5CCN(C(C)C)CC5)ccc43)C2=O)cs1. As a reaction SMILES: [CH:1]([CH3:2])([CH3:3])[N:4]1[CH2:5][CH2:6][CH:7]([O:10][c:11]2[cH:12][c:13]3[cH:14][c:15]4[n:16]([c:17]3[cH:18][cH:19]2)[CH:20]([CH3:25])[CH2:21][NH:22][C:23]4=[O:24])[CH2:8][CH2:9]1.[Cl:28][CH2:29][c:30]1[n:31][c:32]([CH3:35])[s:33][cH:34]1.[H-:26].[Na+:27]>>[CH:1]([CH3:2])([CH3:3])[N:4]1[CH2:5][CH2:6][CH:7]([O:10][c:11]2[cH:12][c:13]3[cH:14][c:15]4[n:16]([c:17]3[cH:18][cH:19]2)[CH:20]([CH3:25])[CH2:21][N:22]([CH2:29][c:30]2[n:31][c:32]([CH3:35])[s:33][cH:34]2)[C:23]4=[O:24])[CH2:8][CH2:9]1. The reactants are C(C1=CC=CC=C1)OC(=O)NCCC(=O)O (N-benzyloxycarbonyl-β-alanine), [N+](#[C-])CC(=O)OC (methyl isocyanoacetate), C(C)P(=O)(CC)C#N (diethylphosphorylcyanide), N12CCCCCC2=NCCC1 (1,8-diazabicyclo[5.4.0]undec-7-ene). The solvent is CN(C=O)C (dimethylformamide), C(C)N(CC)CC (triethylamine). Conditions: time 8 hour. Yields the product COC(=O)C=1N=COC1CCNC(=O)OCC1=CC=CC=C1 (4-methoxycarbonyl-5-{2-(benzyloxycarbonylamino)ethyl}oxazole). Yield: 49.5%. As a reaction SMILES: [CH2:1]([O:8][C:9]([NH:11][CH2:12][CH2:13][C:14]([OH:16])=O)=[O:10])[C:2]1[CH:7]=[CH:6][CH:5]=[CH:4][CH:3]=1.[N+:17]([CH2:19][C:20]([O:22][CH3:23])=[O:21])#[C-:18].C(P(C#N)(CC)=O)C.N12CCCN=C1CCCCC2>CN(C)C=O.C(N(CC)CC)C>[CH3:23][O:22][C:20]([C:19]1[N:17]=[CH:18][O:16][C:14]=1[CH2:13][CH2:12][NH:11][C:9]([O:8][CH2:1][C:2]1[CH:3]=[CH:4][CH:5]=[CH:6][CH:7]=1)=[O:10])=[O:21]. Procedure details: A mixture of 33.5 g of N-benzyloxycarbonyl-β-alanine, 15 g of methyl isocyanoacetate, 31.8 g of diethylphosphorylcyanide, 23 g of 1,8-diazabicyclo[5.4.0]undec-7-ene, 42 ml of triethylamine and 300 ml of dimethylformamide was stirred at room temperature overnight. Then, the solvent was removed, and ethyl acetate was added to the mixture. The mixture was washed and dried, and then the solvent was removed. The residue was purified by silica gel chromatography and crystallized from isopropyl ether, ...